This data is from the Open Reaction Database (ORD), a public repository of structured organic reaction records. The task is: describe an organic reaction: reactants, conditions, products, and yield Reactants: C(#C)C1CCCCC1 (ethynylcyclohexane), C(C)(C)(C)OC(N(C)C1=NC(=C(C2=C1N=CN2C)I)N)=O (tert-Butyl-6-amino-7-iodo-1-methyl-1H-imidazo[4,5-c]pyridin-4-yl(methyl)carbamate), C(#C)C1CCCCC1 (ethynylcyclohexane), C(C)(C)NC(C)C (diisopropylamine), CN(C=O)C (N,N-dimethylformamide). Reagents/catalysts: Cl[Pd]([P](C1=CC=CC=C1)(C2=CC=CC=C2)C3=CC=CC=C3)([P](C4=CC=CC=C4)(C5=CC=CC=C5)C6=CC=CC=C6)Cl (dichlorobis(triphenylphosphine)palladium), [Cu]I (CuI). Run in C(C)(=O)OCC (ethyl acetate). Reaction conditions: temperature 95 celsius. Product: NC1=C(C2=C(C(=N1)N(C(OC(C)(C)C)=O)C)N=CN2C)C#CC2CCCCC2 (tert-butyl 6-amino-7-(cyclohexylethynyl)-1-methyl-1H-imidazo[4,5-c]pyridin-4-yl(methyl)carbamate). As a reaction SMILES: [C:1]([O:5][C:6](=[O:21])[N:7]([C:9]1[C:14]2[N:15]=[CH:16][N:17]([CH3:18])[C:13]=2[C:12](I)=[C:11]([NH2:20])[N:10]=1)[CH3:8])([CH3:4])([CH3:3])[CH3:2].[C:22]([CH:24]1[CH2:29][CH2:28][CH2:27][CH2:26][CH2:25]1)#[CH:23].C(NC(C)C)(C)C.CN(C)C=O>C(OCC)(=O)C.Cl[Pd](Cl)([P](C1C=CC=CC=1)(C1C=CC=CC=1)C1C=CC=CC=1)[P](C1C=CC=CC=1)(C1C=CC=CC=1)C1C=CC=CC=1.[Cu]I>[NH2:20][C:11]1[N:10]=[C:9]([N:7]([CH3:8])[C:6](=[O:21])[O:5][C:1]([CH3:4])([CH3:3])[CH3:2])[C:14]2[N:15]=[CH:16][N:17]([CH3:18])[C:13]=2[C:12]=1[C:23]#[C:22][CH:24]1[CH2:29][CH2:28][CH2:27][CH2:26][CH2:25]1 |^1:50,69|. Reported procedure: A1.12 tert-Butyl-6-amino-7-iodo-1-methyl-1H-imidazo[4,5-c]pyridin-4-yl(methyl)carbamate (1.0 g, 2.48 mmol), dichlorobis(triphenylphosphine)palladium (75 mg, 0.11 mmol), ethynylcyclohexane (0.3 g, 2.8 mmol), CuI (25 mg, 0.13 mmol), and diisopropylamine (5 mL) were added to N,N-dimethylformamide (7 mL). The reaction mixture was heated at 95° C. (in preheated oil bath) for 60 min. Additional ethynylcyclohexane (0.3 g, 2.8 mmol) was added to the reaction mixture and heated for another 60 min. The re... The reactants are OO (H2O2), CC(C(=O)OCC1=CC=C(C=C1)OC)(CC=C)C (4-methoxybenzyl 2,2-dimethyl-4-pentenoate), B1C2CCCC1CCC2 (9-BBN), [OH-].[Na+] (NaOH). Run in O (H2O). Run at temperature 60 celsius, time 60 minute. Product: OCCCC(C(=O)OCC1=CC=C(C=C1)OC)(C)C (4-methoxybenzyl 5-hydroxy-2,2-dimethylvalerate). RXN SMILES: [CH3:1][C:2]([CH3:18])([CH2:15][CH:16]=[CH2:17])[C:3]([O:5][CH2:6][C:7]1[CH:12]=[CH:11][C:10]([O:13][CH3:14])=[CH:9][CH:8]=1)=[O:4].B1C2CCCC1CCC2.[OH-:28].[Na+].OO>O>[OH:28][CH2:17][CH2:16][CH2:15][C:2]([CH3:18])([CH3:1])[C:3]([O:5][CH2:6][C:7]1[CH:8]=[CH:9][C:10]([O:13][CH3:14])=[CH:11][CH:12]=1)=[O:4] |f:2.3|. Procedure details: A mixture of 4-methoxybenzyl 2,2-dimethyl-4-pentenoate (9.50 g, 38 mmol) and 9-BBN (115 mL, 57 mmol, 0.5 M in THF) was stirred at 60° C. for 60 min, whereupon the reaction mixture was cooled to −5° C. H2O (35 mL) was added, the reaction mixture was stirred for 5 min at −5° C., an aqueous solution of NaOH (35 mL, 3M) was added and the reaction mixture was stirred for a further 10 min at −5° C. An aqueous solution of H2O2 (35 mL, 30%) was added dropwise and the temperature of the reaction mixture ... The reactants are CC(C)(C)[Si](C)(C)OCCC(c1cccc(F)c1)N1C(=O)C2(CCCCC2)c2ccccc21, CCCC[N+](CCCC)(CCCC)CCCC, [F-], C1CCOC1. Product: O=C1N(C(CCO)c2cccc(F)c2)c2ccccc2C12CCCCC2. As a reaction SMILES: [C:1]([Si:2]([CH3:3])([CH3:4])[O:6][CH2:7][CH2:8][CH:9]([c:10]1[cH:11][c:12]([F:16])[cH:13][cH:14][cH:15]1)[N:17]1[C:18](=[O:31])[C:19]2([CH2:20][CH2:21][CH2:22][CH2:23][CH2:24]2)[c:25]2[cH:26][cH:27][cH:28][cH:29][c:30]21)([CH3:5])([CH3:32])[CH3:33].[CH2:35]([N+:36]([CH2:37][CH2:38][CH2:39][CH3:40])([CH2:41][CH2:42][CH2:43][CH3:44])[CH2:45][CH2:46][CH2:47][CH3:48])[CH2:49][CH2:50][CH3:51].[F-:34].[O:52]1[CH2:53][CH2:54][CH2:55][CH2:56]1>>[OH:6][CH2:7][CH2:8][CH:9]([c:10]1[cH:11][c:12]([F:16])[cH:13][cH:14][cH:15]1)[N:17]1[C:18](=[O:31])[C:19]2([CH2:20][CH2:21][CH2:22][CH2:23][CH2:24]2)[c:25]2[cH:26][cH:27][cH:28][cH:29][c:30]21. Reactants: C1CCOC1, CCOC(=O)CP(=O)(OCC)OCC, CCOC(C)=O, Cc1cccc(Cl)c1C(=O)O, [H-], [Na+]. Yields the product COC(=O)c1c(C)cccc1Cl. RXN SMILES: [CH2:28]1[O:29][CH2:30][CH2:31][CH2:32]1.[CH3:14][CH2:15][O:16][C:17]([CH2:18][P:19]([O:20][CH2:21][CH3:22])([O:23][CH2:24][CH3:25])=[O:26])=[O:27].[CH3:33][CH2:34][O:35][C:36](=[O:37])[CH3:38].[Cl:1][c:2]1[c:3]([C:4](=[O:5])[OH:6])[c:7]([CH3:11])[cH:8][cH:9][cH:10]1.[H-:13].[Na+:12]>>[Cl:1][c:2]1[c:3]([C:4]([O:5][CH3:14])=[O:6])[c:7]([CH3:11])[cH:8][cH:9][cH:10]1. Reactants: [Al+3], O=C(OCc1ccccc1)N1CCCC1C=CCO, CCOC(C)=O, [H-], [H-], [H-], [H-], [Li+], [Na+], [Na+], C1CCOC1, O, O, O, O, O, O, O, O, O, O, O, O=S(=O)([O-])[O-]. Yields the product CN1CCCC1C=CCO. RXN SMILES: [Al+3:2].[CH2:7]([O:8][C:15](=[O:9])[N:17]1[CH:18]([CH:22]=[CH:23][CH2:24][OH:25])[CH2:19][CH2:20][CH2:21]1)[c:10]1[cH:11][cH:12][cH:13][cH:14][cH:16]1.[CH3:43][CH2:44][O:45][C:46](=[O:47])[CH3:48].[H-:1].[H-:4].[H-:5].[H-:6].[Li+:3].[Na+:41].[Na+:42].[O:49]1[CH2:50][CH2:51][CH2:52][CH2:53]1.[OH2:26].[OH2:27].[OH2:28].[OH2:29].[OH2:30].[OH2:31].[OH2:32].[OH2:33].[OH2:34].[OH2:35].[OH2:54].[S:36]([O-:37])([O-:38])(=[O:39])=[O:40]>>[CH3:15][N:17]1[CH:18]([CH:22]=[CH:23][CH2:24][OH:25])[CH2:19][CH2:20][CH2:21]1.